The task is: describe an organic reaction: reactants, conditions, products, and yield. This data is from the Open Reaction Database (ORD), a public repository of structured organic reaction records. Procedure: The title compound was prepared following the route for 2-amino-7-fluoro-1,3-benzothiazole from 2,3-difluoroaniline, starting from 2,3,6-trifluoroaniline and conducting the first step at 100° C. for 4 h. The reactants are NC=1SC2=C(N1)C=CC=C2F (2-amino-7-fluoro-1,3-benzothiazole), FC1=C(N)C=CC=C1F (2,3-difluoroaniline), FC1=C(N)C(=CC=C1F)F (2,3,6-trifluoroaniline). RXN SMILES: [NH2:1][C:2]1[S:3]C2C(F)=CC=CC=2N=1.[F:12][C:13]1[C:19]([F:20])=[CH:18][CH:17]=[CH:16][C:14]=1[NH2:15].FC1C(F)=CC=C(F)C=1N>>[NH2:1][C:2]1[S:3][C:16]2[CH:17]=[CH:18][C:19]([F:20])=[C:13]([F:12])[C:14]=2[N:15]=1. The product is NC=1SC2=C(N1)C(=C(C=C2)F)F (2-Amino-4,5-difluoro-1,3-benzothiazole). Reactants: C(CCC)(=O)C1=CNC2=C(C=C(C=C2C1=O)OC(C1=CC=CC=C1)=O)OC (3-Butyryl-6-benzoyloxy-8-methoxy-4(1H)-quinolone), P(=O)(Cl)(Cl)Cl (phosphorus oxychloride). Yields the product C(CCC)(=O)C=1C=NC2=C(C=C(C=C2C1Cl)OCC1=CC=CC=C1)OC (3-butyryl-6-benzyloxy-4-chloro-8-methoxy quinoline). As a reaction SMILES: [C:1]([C:6]1[C:15](=O)[C:14]2[C:9](=[C:10]([O:26][CH3:27])[CH:11]=[C:12]([O:17][C:18](=O)[C:19]3[CH:24]=[CH:23][CH:22]=[CH:21][CH:20]=3)[CH:13]=2)[NH:8][CH:7]=1)(=[O:5])[CH2:2][CH2:3][CH3:4].P(Cl)(Cl)([Cl:30])=O>>[C:1]([C:6]1[CH:7]=[N:8][C:9]2[C:14]([C:15]=1[Cl:30])=[CH:13][C:12]([O:17][CH2:18][C:19]1[CH:24]=[CH:23][CH:22]=[CH:21][CH:20]=1)=[CH:11][C:10]=2[O:26][CH3:27])(=[O:5])[CH2:2][CH2:3][CH3:4]. Reported procedure: 3-Butyryl-6-benzoyloxy-8-methoxy-4(1H)-quinolone (18.0 g) was heated under reflux in phosphorus oxychloride (100 ml) for 40 minutes. The solvent was evaporated and the residue dissolved in dichloromethane and poured into a vigorously stirred mixture of ice and sodium hydrogen carbonate solution. The organic phase was washed with sodium hydrogen carbonate solution, dried, filtered and evaporated to give 3-butyryl-6-benzyloxy-4-chloro-8-methoxy quinoline as a brown oil (25 g). Starting materials: ICl (Iodine monochloride), ClC1=C(C=CC(=C1)C(F)(F)F)N (2-chloro-4-(trifluoromethyl)benzenamine), [OH-].[Na+] (Sodium hydroxide). Solvent: Cl (hydrochloric acid), O (water), Cl (hydrochloric acid), O (water). Run at temperature 50 celsius. Yields the product ClC1=C(C(=CC(=C1)C(F)(F)F)I)N (2-chloro-6-iodo-4-(trifluoromethyl)benzenamine). The yield is 97.1%. RXN SMILES: [I:1]Cl.[Cl:3][C:4]1[CH:9]=[C:8]([C:10]([F:13])([F:12])[F:11])[CH:7]=[CH:6][C:5]=1[NH2:14].[OH-].[Na+]>Cl.O>[Cl:3][C:4]1[CH:9]=[C:8]([C:10]([F:12])([F:13])[F:11])[CH:7]=[C:6]([I:1])[C:5]=1[NH2:14] |f:2.3|. Procedure details: Iodine monochloride (17.2 g, 108 mmol) in hydrochloric acid (36%, 21.4 g) and water (35 mL) was added dropwise to 2-chloro-4-(trifluoromethyl)benzenamine (20.0 g, 102 mmol) in hydrochloric acid (36%, 20.7 g) and water (140 mL). The mixture was warmed to 50° C. for a total of 8 h. Sodium hydroxide (50%, 33.5 g, 419 mmol) was added to the mixture at room temperature. The mixture was extracted with dichloromethane (2×250 mL), and the extracts were dried and evaporated to give the product as an oil ... Starting materials: O=C([O-])[O-], CN(C)C=O, [Cs+], [Cs+], O=[N+]([O-])c1cccc(S(=O)(=O)[O-])c1CC1CO1, COC(=O)c1ccc(OCc2ccc(OC)cc2)cc1O. Product: COC(=O)c1ccc(OCc2ccc(OC)cc2)cc1OCC1CO1. RXN SMILES: [C:39](=[O:40])([O-:41])[O-:42].[CH3:45][N:46]([CH3:47])[CH:48]=[O:49].[Cs+:43].[Cs+:44].[O:1]1[CH:2]([CH2:4][c:5]2[c:6]([N+:7]([O-:8])=[O:9])[cH:10][cH:11][cH:12][c:13]2[S:14]([O-:15])(=[O:16])=[O:17])[CH2:3]1.[OH:18][c:19]1[c:20]([C:21](=[O:22])[O:23][CH3:24])[cH:25][cH:26][c:27]([O:29][CH2:30][c:31]2[cH:32][cH:33][c:34]([O:37][CH3:38])[cH:35][cH:36]2)[cH:28]1>>[O:1]1[CH:2]([CH2:4][O:18][c:19]2[c:20]([C:21](=[O:22])[O:23][CH3:24])[cH:25][cH:26][c:27]([O:29][CH2:30][c:31]3[cH:32][cH:33][c:34]([O:37][CH3:38])[cH:35][cH:36]3)[cH:28]2)[CH2:3]1. Starting materials: CCOCCO, COc1cc2ncc(C#N)c(Cl)c2cc1OC, Cl, Nc1cccnc1, c1ccncc1. Product: COc1cc2ncc(C#N)c(Nc3cccnc3)c2cc1OC. RXN SMILES: [CH3:32][CH2:33][O:34][CH2:35][CH2:36][OH:37].[Cl:1][c:2]1[c:3]([C:16]#[N:17])[cH:4][n:5][c:6]2[cH:7][c:8]([O:14][CH3:15])[c:9]([O:12][CH3:13])[cH:10][c:11]12.[ClH:18].[NH2:25][c:26]1[cH:27][n:28][cH:29][cH:30][cH:31]1.[n:19]1[cH:20][cH:21][cH:22][cH:23][cH:24]1>>[c:2]1([NH:25][c:26]2[cH:27][n:28][cH:29][cH:30][cH:31]2)[c:3]([C:16]#[N:17])[cH:4][n:5][c:6]2[cH:7][c:8]([O:14][CH3:15])[c:9]([O:12][CH3:13])[cH:10][c:11]12. Reactants: C(C1=CC=CC=C1)N1CCOC2=C(C1)N=CC(=N2)Cl (8-benzyl-3-chloro-6,7,8,9-tetrahydropyrazino[2,3-f][1,4]oxazepine), C[C@H]1NCCOC1 ((3R)-3-methylmorpholine), CC(C)C1=CC(=C(C(=C1)C(C)C)C2=C(C=CC=C2)P(C3CCCCC3)C4CCCCC4)C(C)C (XPhos), CC(C)([O-])C.[Na+] (sodium tert-butoxide). The reagents and catalysts are C=1C=CC(=CC1)/C=C/C(=O)/C=C/C2=CC=CC=C2.C=1C=CC(=CC1)/C=C/C(=O)/C=C/C2=CC=CC=C2.C=1C=CC(=CC1)/C=C/C(=O)/C=C/C2=CC=CC=C2.[Pd].[Pd] (Pd2(dba)3). Solvent: C1(=CC=CC=C1)C (toluene), O (Water). Conditions: temperature 100 celsius. Product: C(C1=CC=CC=C1)N1CCOC2=C(C1)N=CC(=N2)N2[C@@H](COCC2)C (8-benzyl-3-[(3R)-3-methylmorpholin-4-yl]-6,7,8,9-tetrahydropyrazino[2,3-f][1,4]oxazepine). The yield is 49.1%. As a reaction SMILES: [CH2:1]([N:8]1[CH2:14][C:13]2[N:15]=[CH:16][C:17](Cl)=[N:18][C:12]=2[O:11][CH2:10][CH2:9]1)[C:2]1[CH:7]=[CH:6][CH:5]=[CH:4][CH:3]=1.[CH3:20][C@@H:21]1[CH2:26][O:25][CH2:24][CH2:23][NH:22]1.CC(C1C=C(C(C)C)C(C2C=CC=CC=2P(C2CCCCC2)C2CCCCC2)=C(C(C)C)C=1)C.CC(C)([O-])C.[Na+]>C1(C)C=CC=CC=1.C1C=CC(/C=C/C(/C=C/C2C=CC=CC=2)=O)=CC=1.C1C=CC(/C=C/C(/C=C/C2C=CC=CC=2)=O)=CC=1.C1C=CC(/C=C/C(/C=C/C2C=CC=CC=2)=O)=CC=1.[Pd].[Pd].O>[CH2:1]([N:8]1[CH2:14][C:13]2[N:15]=[CH:16][C:17]([N:22]3[CH2:23][CH2:24][O:25][CH2:26][C@H:21]3[CH3:20])=[N:18][C:12]=2[O:11][CH2:10][CH2:9]1)[C:2]1[CH:7]=[CH:6][CH:5]=[CH:4][CH:3]=1 |f:3.4,6.7.8.9.10|. Reported procedure: A suspension of 8-benzyl-3-chloro-6,7,8,9-tetrahydropyrazino[2,3-f][1,4]oxazepine (208 mg), (3R)-3-methylmorpholine (115 mg), Pd2(dba)3 (21 mg), XPhos (44 mg) and sodium tert-butoxide (145 mg) in toluene (5 mL) was stirred under an argon atmosphere with heating at 100° C. for 3 hr. Water was added to the reaction mixture, the aqueous layer was extracted with ethyl acetate, and the organic layer was washed with saturated brine, dried over anhydrous magnesium sulfate, and concentrated under reduce... Starting materials: COC(=O)C1=CC=CN2C(=C(C=C12)C)C (2,3-dimethyl-indolizine-8-carboxylic acid methyl ester), [H-].[H-].[H-].[H-].[Li+].[Al+3] (LAH). Run in CCOCC (ether), C1CCOC1 (THF). Run at time 0.5 hour. Yields the product CC=1C=C2C(=CC=CN2C1C)CO ((2,3-Dimethyl-indolizin-8-yl)-methanol). RXN SMILES: C[O:2][C:3]([C:5]1[C:13]2[N:9]([C:10]([CH3:15])=[C:11]([CH3:14])[CH:12]=2)[CH:8]=[CH:7][CH:6]=1)=O.[H-].[H-].[H-].[H-].[Li+].[Al+3]>CCOCC.C1COCC1>[CH3:14][C:11]1[CH:12]=[C:13]2[N:9]([C:10]=1[CH3:15])[CH:8]=[CH:7][CH:6]=[C:5]2[CH2:3][OH:2] |f:1.2.3.4.5.6|. Procedure details: A solution of the 2,3-dimethyl-indolizine-8-carboxylic acid methyl ester (265 mg, 1.3 mmol) in ether (10 ml) was cooled to 0° C. and treated with LAH (1.0M in THF, 1.6 ml, 1.6 mmol, dropwise addition). After 3.5 h the reaction was quenched with sodium sulfate decahydrate (added in small portions until gas evolution ceased). The resulting mixture was stirred for 0.5 h and the precipitated solids were removed via filtration and washed with EtOAc. The combined filtrates were concentrated to give th...